The task is: describe an organic reaction: reactants, conditions, products, and yield. This data is from the Open Reaction Database (ORD), a public repository of structured organic reaction records. Product: ClC(=O)OCCC(=O)OOC(C)(C)C (2-(t-butylperoxycarbonyl)ethyl chloroformate). Reactants: CCCCC (pentane), C(=O)(Cl)Cl (phosgene), C(C)(C)(C)OOC(CCO)=O (t-butyl-3-hydroxyperoxypropionate), N1=CC=CC=C1 (pyridine). As a reaction SMILES: CCCCC.[C:6](Cl)([Cl:8])=[O:7].[C:10]([O:14][O:15][C:16](=[O:20])[CH2:17][CH2:18][OH:19])([CH3:13])([CH3:12])[CH3:11].N1C=CC=CC=1>C(OCC)C>[Cl:8][C:6]([O:19][CH2:18][CH2:17][C:16]([O:15][O:14][C:10]([CH3:13])([CH3:11])[CH3:12])=[O:20])=[O:7]. Procedure: To 75 ml. of pentane at -10° to +5° C was added 39.6g. of phosgene. To this mixture was added a mixture of t-butyl-3-hydroxyperoxypropionate (38g. 0.2 moles of 85% pure products) and pyridine (15.8g. 0.2 moles) in diethyl ether over a period of one hour. Run in C(C)OCC (diethyl ether). The reactants are Cl.Cl.Cl.N[C@H](CCC(O)=O)C(=O)N1CCN(CC1)C1CCN(CC1)C (1-(D-glutamyl)-4-(1-methylpiperidin-4-yl)piperazine trihydrochloride), N1C=CC2=CC=C(C=C12)C(=O)O (indole-6-carboxylic acid). The product is N1C=CC2=CC=C(C=C12)C(=O)N[C@H](CCC(O)=O)C(=O)N1CCN(CC1)C1CCN(CC1)C (1-[N-(Indole-6-carbonyl)-D-glutamyl]-4-(1-methylpiperidin-4-yl)piperazine). As a reaction SMILES: Cl.Cl.Cl.[NH2:4][C@@H:5]([C:11]([N:13]1[CH2:18][CH2:17][N:16]([CH:19]2[CH2:24][CH2:23][N:22]([CH3:25])[CH2:21][CH2:20]2)[CH2:15][CH2:14]1)=[O:12])[CH2:6][CH2:7][C:8](=[O:10])[OH:9].[NH:26]1[C:34]2[C:29](=[CH:30][CH:31]=[C:32]([C:35](O)=[O:36])[CH:33]=2)[CH:28]=[CH:27]1>>[NH:26]1[C:34]2[C:29](=[CH:30][CH:31]=[C:32]([C:35]([NH:4][C@@H:5]([C:11]([N:13]3[CH2:14][CH2:15][N:16]([CH:19]4[CH2:24][CH2:23][N:22]([CH3:25])[CH2:21][CH2:20]4)[CH2:17][CH2:18]3)=[O:12])[CH2:6][CH2:7][C:8](=[O:9])[OH:10])=[O:36])[CH:33]=2)[CH:28]=[CH:27]1 |f:0.1.2.3|. Procedure details: Using methods substantially equivalent to those described in Method D-1, the titled compound was prepared from 1-(D-glutamyl)-4-(1-methylpiperidin-4-yl)piperazine trihydrochloride and indole-6-carboxylic acid (46%).